This data is from the Open Reaction Database (ORD), a public repository of structured organic reaction records. The task is: describe an organic reaction: reactants, conditions, products, and yield Starting materials: C(C1=CC=CC=C1)OC(=O)N1C[C@@H](CCC1)C(=O)O ((R)-piperidine-1,3-dicarboxylic acid 1-benzyl ester), C(C(=O)Cl)(=O)Cl (oxalyl chloride), CN(C)C=O (DMF), CO (methanol). Reaction conditions: time 1 hour. Product: C(C1=CC=CC=C1)OC(=O)N1C[C@@H](CCC1)C(=O)Cl ((R)-3-chlorocarbonyl-piperidine-1-carboxylic acid benzyl ester). As a reaction SMILES: [CH2:1]([O:8][C:9]([N:11]1[CH2:16][CH2:15][CH2:14][C@@H:13]([C:17]([OH:19])=O)[CH2:12]1)=[O:10])[C:2]1[CH:7]=[CH:6][CH:5]=[CH:4][CH:3]=1.CN(C=O)C.CO.C(Cl)(=O)C([Cl:30])=O>>[CH2:1]([O:8][C:9]([N:11]1[CH2:16][CH2:15][CH2:14][C@@H:13]([C:17]([Cl:30])=[O:19])[CH2:12]1)=[O:10])[C:2]1[CH:7]=[CH:6][CH:5]=[CH:4][CH:3]=1. Procedure details: (R)-Piperidine-1,3-dicarboxylic acid 1-benzyl ester (XXVIII) (8.00 g, 30.4 mmol) was taken in neat oxalyl chloride (20 ml), 0.2 ml of DMF were added and the mixture was stirred at room temperature for 1 hour. The completion of reaction was monitored by TLC which showed the formation of a non-polar spot after treatment of a small amount with methanol. The reaction mixture was concentrated under reduced pressure to provide (R)-3-chlorocarbonyl-piperidine-1-carboxylic acid benzyl ester (XXIX) (8.33... Conditions: temperature 0 celsius, time 2 hour. The yield is 96.0%. Starting materials: C(C1=CC=CC=C1)N1N=C(C=C1C1C(OC(OC1=O)(C)C)=O)C (5-(2-benzyl-5-methyl-2H-pyrazol-3-yl)-2,2-dimethyl-[1,3]dioxane-4,6-dione), CC=1C=CC(=CC1)S(=O)(=O)O (pTsOH), TEA. Reaction SMILES: [CH2:1]([N:8]1[C:12]([CH:13]2C(=O)O[C:16](C)(C)[O:15][C:14]2=[O:22])=[CH:11][C:10]([CH3:23])=[N:9]1)[C:2]1[CH:7]=[CH:6][CH:5]=[CH:4][CH:3]=1.CC1C=CC(S(O)(=O)=O)=CC=1>>[CH3:16][O:15][C:14](=[O:22])[CH2:13][C:12]1[N:8]([CH2:1][C:2]2[CH:7]=[CH:6][CH:5]=[CH:4][CH:3]=2)[N:9]=[C:10]([CH3:23])[CH:11]=1. Procedure: To the solution of 5-(2-benzyl-5-methyl-2H-pyrazol-3-yl)-2,2-dimethyl-[1,3]dioxane-4,6-dione obtained in step 1, pTsOH (3.74 g, 19.4 mmol) was added and stirring was continued for 2 h at 60° C. The reaction mixture was cooled to 0° C. and TEA (1.96 g, 19.4 mmol) was added drop by drop. Stirring was continued for 15 minutes. The mixture was concentrated under reduced pressure, the residue taken up into DCM (30 ml), washed with water (2×15 ml), dried over magnesium sulfate, filtered and concentrat... Yields the product COC(CC=1N(N=C(C1)C)CC1=CC=CC=C1)=O ((2-benzyl-5-methyl-2H-pyrazol-3-yl)-acetic acid methyl ester). The reactants are O=C([O-])[O-], CC#N, CO, Clc1ccc(I)cn1, Fc1ccc(S)cc1, Fc1ccc(Sc2ccc(I)cn2)cc1, [K+], [K+], [Na+], O, O=C([O-])O. The product is O=S(=O)(c1ccc(F)cc1)c1ccc(I)cn1. Reaction SMILES: [C:17](=[O:18])([O-:19])[O-:20].[CH3:44][C:45]#[N:46].[CH3:47][OH:48].[Cl:9][c:10]1[cH:11][cH:12][c:13]([I:14])[cH:15][n:16]1.[F:1][c:2]1[cH:3][cH:4][c:5]([SH:6])[cH:7][cH:8]1.[F:23][c:24]1[cH:25][cH:26][c:27]([S:30][c:31]2[n:32][cH:33][c:34]([I:37])[cH:35][cH:36]2)[cH:28][cH:29]1.[K+:21].[K+:22].[Na+:38].[OH2:43].[OH:39][C:40](=[O:41])[O-:42]>>[F:23][c:24]1[cH:25][cH:26][c:27]([S:30]([c:31]2[n:32][cH:33][c:34]([I:37])[cH:35][cH:36]2)(=[O:39])=[O:43])[cH:28][cH:29]1. Reactants: C(\C=C\C)O ((E)-but-2-en-1-ol), C(C)OC(C)(OCC)OCC (1,1,1-triethoxyethane), C(C)(=O)O (acetic acid). Run at temperature 125 celsius. Product: CC(CC(=O)OCC)C=C (ethyl 3-methylpent-4-enoate). The yield is 71.0%. As a reaction SMILES: [CH2:1](O)/[CH:2]=[CH:3]/[CH3:4].C(O[C:9]([O:14]CC)([O:11][CH2:12][CH3:13])[CH3:10])C.C(O)(=O)C>>[CH3:4][CH:3]([CH:2]=[CH2:1])[CH2:10][C:9]([O:11][CH2:12][CH3:13])=[O:14]. Reported procedure: To a solution of (E)-but-2-en-1-ol (50 g, 693 mmol) in 1,1,1-triethoxyethane (890 mL 4854 mmol) was added acetic acid (5 g, 83 mmol) at room temperature. The reaction was heated to 125° C. for 4 h. The by-product ethanol was distilled by normal distillation to get crude compound ethyl 3-methylpent-4-enoate (70 g, 71.0%) as color less oil. This was taken to next step without further purification; 1H NMR (DMSO-d6) δ ppm 5.82-5.73 (m, 1H), 5.03-4.92 (m, 2H), 4.08-4.02 (m, 2H), 2.50 (m, 1H), 2.31-2.... Starting materials: O=CCC(c1cc(F)cc(F)c1)C1CCN(S(=O)(=O)C(F)(F)F)CC1, O=C(O)C=CC1CCN(S(=O)(=O)C(F)(F)F)CC1. Yields the product CS(=O)(=O)N1CCC(C(CC=O)c2cc(F)cc(F)c2)CC1. As a reaction SMILES: [F:19][c:20]1[cH:21][c:22]([CH:27]([CH2:28][CH:29]=[O:30])[CH:31]2[CH2:32][CH2:33][N:34]([S:37](=[O:38])(=[O:39])[C:40]([F:41])([F:42])[F:43])[CH2:35][CH2:36]2)[cH:23][c:24]([F:26])[cH:25]1.[F:1][C:2]([F:3])([F:4])[S:5]([N:6]1[CH2:7][CH2:8][CH:9]([CH:10]=[CH:11][C:12]([OH:13])=[O:14])[CH2:15][CH2:16]1)(=[O:17])=[O:18]>>[F:19][c:20]1[cH:21][c:22]([CH:27]([CH2:28][CH:29]=[O:30])[CH:31]2[CH2:32][CH2:33][N:34]([S:37](=[O:38])(=[O:39])[CH3:40])[CH2:35][CH2:36]2)[cH:23][c:24]([F:26])[cH:25]1.